From a dataset of the Open Reaction Database (ORD), a public repository of structured organic reaction records. describe an organic reaction: reactants, conditions, products, and yield The reactants are C(C)N(C1=CC=C(C(=O)OCC)C=C1)C1=CC=2C(=CCC(C2C=C1OCCCCCC)(C)C)C (Ethyl 4-[ethyl-(3-n-hexyloxy-5,5,8-trimethyl-5,6-dihydronaphthalen-2-yl)amino]benzoate), C(C)N(C1=CC=C(C(=O)OCC)C=C1)C1=CC=2C(=CCC(C2C=C1OCCCCCC)(C)C)C (Ethyl 4-[ethyl-(3-n-hexyloxy-5,5,8-trimethyl-5,6-dihydronaphthalen-2-yl)amino]benzoate), [OH-].[K+] (KOH). Yields the product C(CCCCC)OC=1C(=CC=2C(=CCC(C2C1)(C)C)C)NC1=CC=C(C(=O)OCC)C=C1 (Ethyl 4-(3-n-hexyloxy-5,5,8-trimethyl-5,6-dihydronaphthalen-2-ylamino)benzoate). The yield is 26.5%. As a reaction SMILES: C([N:3]([C:15]1[C:24]([O:25][CH2:26][CH2:27][CH2:28][CH2:29][CH2:30][CH3:31])=[CH:23][C:22]2[C:21]([CH3:33])([CH3:32])[CH2:20][CH:19]=[C:18]([CH3:34])[C:17]=2[CH:16]=1)[C:4]1[CH:14]=[CH:13][C:7]([C:8]([O:10][CH2:11][CH3:12])=[O:9])=[CH:6][CH:5]=1)C.[OH-].[K+]>>[CH2:26]([O:25][C:24]1[C:15]([NH:3][C:4]2[CH:5]=[CH:6][C:7]([C:8]([O:10][CH2:11][CH3:12])=[O:9])=[CH:13][CH:14]=2)=[CH:16][C:17]2[C:18]([CH3:34])=[CH:19][CH2:20][C:21]([CH3:33])([CH3:32])[C:22]=2[CH:23]=1)[CH2:27][CH2:28][CH2:29][CH2:30][CH3:31] |f:1.2|. Reported procedure: Following General Procedure E ethyl 4-[ethyl-(3-n-hexyloxy-5,5,8-trimethyl-5,6-dihydronaphthalen-2-yl)amino]benzoate (Compound 125, 0.036 g, 0.078 mmol) was saponified with KOH to give 0.0090 g (27%) of the title compound as a yellow oil. Starting materials: COCOC=1C(=C2C(C(C3(CCC3)OC2=C(C1C)C)C=O)=O)C (6-(methoxymethoxy)-5,7,8-trimethyl-4-oxo-3,4-dihydrospiro[chromene-2,1′-cyclobutane]-3-carbaldehyde), O=S(Cl)Cl (SOCl2). Solvent: ClCCl (dichloromethane). Conditions: time 2 hour. The product is ClC=C1C(C2=C(C(=C(C(=C2OC12CCC2)C)C)O)C)=O (3-(chloromethylene)-6-hydroxy-5,7,8-trimethylspiro[chromene-2,1′-cyclobutan]-4(3H)-one). RXN SMILES: COC[O:4][C:5]1[C:6]([CH3:23])=[C:7]2[C:15](=[C:16]([CH3:19])[C:17]=1[CH3:18])[O:14][C:10]1([CH2:13][CH2:12][CH2:11]1)[CH:9]([CH:20]=O)[C:8]2=[O:22].O=S(Cl)[Cl:26]>ClCCl>[Cl:26][CH:20]=[C:9]1[C:10]2([CH2:13][CH2:12][CH2:11]2)[O:14][C:15]2[C:7](=[C:6]([CH3:23])[C:5]([OH:4])=[C:17]([CH3:18])[C:16]=2[CH3:19])[C:8]1=[O:22]. Procedure: To a stirred solution of 6-(methoxymethoxy)-5,7,8-trimethyl-4-oxo-3,4-dihydrospiro[chromene-2,1′-cyclobutane]-3-carbaldehyde (2.0 g) in 20 mL of dichloromethane was added dropwise 5 mL of SOCl2. The reaction was allowed to stir at room temperature for 2 hr. After the reaction was complete, the mixture was concentrated and the residue was purified by flash chromatography eluted with 10-20% ethyl acetate in hexane to give 1.46 g of 3-(chloromethylene)-6-hydroxy-5,7,8-trimethylspiro[chromene-2,1′-c...